describe an organic reaction: reactants, conditions, products, and yield From a dataset of the Open Reaction Database (ORD), a public repository of structured organic reaction records. Reactants: C(C)(=O)O.N1(C=NCC1)NC1OC2=C(C1)C=CC=C2C.N2(C=NCC2)NC2OC1=C(C2)C=CC=C1C (2-Imidazolinylamino-7-methyl-2,3-dihydrobenzofuran hemiacetate), NCCNC(NC1=C(C2=C(CCO2)C=C1)C)=S (6-[N'-(2-aminoethyl)thioureido]-7-methyl-2,3-dihydrobenzofuran), mercuric acetate. The solvent is CO (methanol). Reaction conditions: time 8 hour. Yields the product N1(C=NCC1)NC1=C(C2=C(CCO2)C=C1)C (6-(2-imida zolinylamino)-7-methyl-2,3-dihydrobenzofuran). As a reaction SMILES: [C:1]([OH:4])(=O)[CH3:2].[N:5]1([NH:10][CH:11]2[CH2:15][C:14]3[CH:16]=[CH:17][CH:18]=[C:19](C)C=3O2)[CH2:9][CH2:8][N:7]=[CH:6]1.N1(NC2CC3C=CC=C(C)C=3O2)CCN=C1.NCCNC(=S)NC1C=CC2CCOC=2C=1C>CO>[N:5]1([NH:10][C:11]2[CH:15]=[CH:14][C:16]3[CH2:2][CH2:1][O:4][C:17]=3[C:18]=2[CH3:19])[CH2:9][CH2:8][N:7]=[CH:6]1 |f:0.1.2|. Procedure details: 6-(2-Imidazolinylamino-7-methyl-2,3-dihydrobenzofuran hemiacetate. The above crude 6-[N'-(2-aminoethyl)thioureido]-7-methyl-2,3-dihydrobenzofuran is dissolved in 3 mL of methanol and treated with 0.25 g of mercuric acetate, forming a black color. The reaction mixture is stirred overnight at room temperature. The reaction mixture is filtered through celite, concentrated, and purified by silica gel chromatography to provide 0.131 g of 6-(2-imida zolinylamino)-7-methyl-2,3-dihydrobenzofuran as the ... Starting materials: CC(=O)c1ccc2ccc(NC(=O)OC(C)(C)C)cc2c1, CC#N, [K+], [K+], O=C([O-])[O-], O=C1CCC(=O)N1Br. The product is CC(=O)c1ccc2ccc(NC(=O)OC(C)(C)C)c(Br)c2c1. As a reaction SMILES: [C:1]([CH3:2])(=[O:3])[c:4]1[cH:5][cH:6][c:7]2[cH:8][cH:9][c:10]([NH:14][C:15]([O:16][C:17]([CH3:18])([CH3:19])[CH3:20])=[O:21])[cH:11][c:12]2[cH:13]1.[CH3:36][C:37]#[N:38].[K+:30].[K+:31].[O-:32][C:33]([O-:34])=[O:35].[O:22]=[C:23]1[N:24]([Br:29])[C:25](=[O:26])[CH2:27][CH2:28]1>>[C:1]([CH3:2])(=[O:3])[c:4]1[cH:5][cH:6][c:7]2[cH:8][cH:9][c:10]([NH:14][C:15]([O:16][C:17]([CH3:18])([CH3:19])[CH3:20])=[O:21])[c:11]([Br:29])[c:12]2[cH:13]1.